This data is from the Open Reaction Database (ORD), a public repository of structured organic reaction records. The task is: describe an organic reaction: reactants, conditions, products, and yield Starting materials: amide, O1CCN(CC1)CC=1C=C2C(=NC1)SC(=N2)C2=C(N)C=CC=C2 (2-(6-(morpholinomethyl)thiazolo[5,4-b]pyridin-2-yl)aniline), C1(=CC=CC=C1)C=1N=C(SC1)C(=O)O (4-phenylthiazole-2-carboxylic acid). The solvent is O (water). Product: O1CCN(CC1)CC=1C=C2C(=NC1)SC(=N2)C2=C(C=CC=C2)NC(=O)C=2SC=C(N2)C2=CC=CC=C2 (N-(2-(6-(morpholinomethyl)thiazolo[5,4-b]pyridin-2-yl)phenyl)-4-phenylthiazole-2-carboxamide). RXN SMILES: [O:1]1[CH2:6][CH2:5][N:4]([CH2:7][C:8]2[CH:9]=[C:10]3[N:16]=[C:15]([C:17]4[CH:23]=[CH:22][CH:21]=[CH:20][C:18]=4[NH2:19])[S:14][C:11]3=[N:12][CH:13]=2)[CH2:3][CH2:2]1.[C:24]1([C:30]2[N:31]=[C:32]([C:35](O)=[O:36])[S:33][CH:34]=2)[CH:29]=[CH:28][CH:27]=[CH:26][CH:25]=1>O>[O:1]1[CH2:6][CH2:5][N:4]([CH2:7][C:8]2[CH:9]=[C:10]3[N:16]=[C:15]([C:17]4[CH:23]=[CH:22][CH:21]=[CH:20][C:18]=4[NH:19][C:35]([C:32]4[S:33][CH:34]=[C:30]([C:24]5[CH:25]=[CH:26][CH:27]=[CH:28][CH:29]=5)[N:31]=4)=[O:36])[S:14][C:11]3=[N:12][CH:13]=2)[CH2:3][CH2:2]1. Procedure details: The title compound was prepared according to amide synthesis general method A, utilizing 2-(6-(morpholinomethyl)thiazolo[5,4-b]pyridin-2-yl)aniline and 4-phenylthiazole-2-carboxylic acid. The product was isolated by precipitation during the addition of water, triturated with hot methanol and purified by silica gel chromatography (gradient 0 to 10% methanol in CH2Cl2). MS Calcd for C27H23N5O2S2: 513.13. Found (M+H)+ m/z=514. Starting materials: C(C)(C)(C)OC(=O)N1CCC(CC1)C1CC=2C(=CN=C(C2)Cl)O1 (4-(5-chloro-2,3-dihydro-furo[2,3-c]pyridin-2-yl)-piperidine-1-carboxylic acid tert-butyl ester), C(C)S(=O)(=O)N1CCNCC1 (1-(ethylsulfonyl)piperazine). Product: C(C)(C)(C)OC(=O)N1CC=C(C=C1)C1CC=2C(=CN=C(C2)N2CCN(CC2)S(=O)(=O)CC)O1 (4-[5-(4-Ethanesulfonyl-piperazin-1-yl)-2,3-dihydro-furo[2,3-c]pyridin-2-yl]pyridine-1-carboxylic acid tert-butyl ester). Reaction SMILES: [C:1]([O:5][C:6]([N:8]1[CH2:13][CH2:12][CH:11]([CH:14]2[O:23][C:17]3=[CH:18][N:19]=[C:20](Cl)[CH:21]=[C:16]3[CH2:15]2)[CH2:10][CH2:9]1)=[O:7])([CH3:4])([CH3:3])[CH3:2].[CH2:24]([S:26]([N:29]1[CH2:34][CH2:33][NH:32][CH2:31][CH2:30]1)(=[O:28])=[O:27])[CH3:25]>>[C:1]([O:5][C:6]([N:8]1[CH:13]=[CH:12][C:11]([CH:14]2[O:23][C:17]3=[CH:18][N:19]=[C:20]([N:32]4[CH2:31][CH2:30][N:29]([S:26]([CH2:24][CH3:25])(=[O:27])=[O:28])[CH2:34][CH2:33]4)[CH:21]=[C:16]3[CH2:15]2)=[CH:10][CH2:9]1)=[O:7])([CH3:4])([CH3:3])[CH3:2]. Procedure details: The title compound is prepared from 4-(5-chloro-2,3-dihydro-furo[2,3-c]pyridin-2-yl)-piperidine-1-carboxylic acid tert-butyl ester and 1-(ethylsulfonyl)piperazine following a procedure analogous to that described in Example 79. LC (method 10): tR=1.45 min; Starting materials: O=C(CBr)c1ccccc1, CO, C1CCOC1. Product: OC(CBr)c1ccccc1. Reaction SMILES: [Br:1][CH2:2][C:3](=[O:4])[c:5]1[cH:6][cH:7][cH:8][cH:9][cH:10]1.[CH3:11][OH:12].[O:13]1[CH2:14][CH2:15][CH2:16][CH2:17]1>>[Br:1][CH2:2][CH:3]([OH:4])[c:5]1[cH:6][cH:7][cH:8][cH:9][cH:10]1. Starting materials: O=C([O-])[O-], CS(=O)(=O)c1ccc(B(O)O)cc1, COCCOC, CC(C)(C)OC(=O)N1CCC(COc2ccc(Cl)nn2)CC1, [Na+], [Na+], c1ccc(P(c2ccccc2)(c2ccccc2)[Pd](P(c2ccccc2)(c2ccccc2)c2ccccc2)(P(c2ccccc2)(c2ccccc2)c2ccccc2)P(c2ccccc2)(c2ccccc2)c2ccccc2)cc1. Yields the product CC(C)(C)OC(=O)N1CCC(COc2ccc(-c3ccc(S(C)(=O)=O)cc3)nn2)CC1. Reaction SMILES: [C:36](=[O:37])([O-:38])[O-:39].[CH3:1][S:2](=[O:3])(=[O:4])[c:5]1[cH:6][cH:7][c:8]([B:11]([OH:12])[OH:13])[cH:9][cH:10]1.[CH3:42][O:43][CH2:44][CH2:45][O:46][CH3:47].[Cl:14][c:15]1[cH:16][cH:17][c:18]([O:21][CH2:22][CH:23]2[CH2:24][CH2:25][N:26]([C:29](=[O:30])[O:31][C:32]([CH3:33])([CH3:34])[CH3:35])[CH2:27][CH2:28]2)[n:19][n:20]1.[Na+:40].[Na+:41].[cH:48]1[cH:49][cH:50][c:51]([P:52]([Pd:53]([P:54]([c:55]2[cH:56][cH:57][cH:58][cH:59][cH:60]2)([c:61]2[cH:62][cH:63][cH:64][cH:65][cH:66]2)[c:67]2[cH:68][cH:69][cH:70][cH:71][cH:72]2)([P:73]([c:74]2[cH:75][cH:76][cH:77][cH:78][cH:79]2)([c:80]2[cH:81][cH:82][cH:83][cH:84][cH:85]2)[c:86]2[cH:87][cH:88][cH:89][cH:90][cH:91]2)[P:92]([c:93]2[cH:94][cH:95][cH:96][cH:97][cH:98]2)([c:99]2[cH:100][cH:101][cH:102][cH:103][cH:104]2)[c:105]2[cH:106][cH:107][cH:108][cH:109][cH:110]2)([c:111]2[cH:112][cH:113][cH:114][cH:115][cH:116]2)[c:117]2[cH:118][cH:119][cH:120][cH:121][cH:122]2)[cH:123][cH:124]1>>[CH3:1][S:2](=[O:3])(=[O:4])[c:5]1[cH:6][cH:7][c:8](-[c:15]2[cH:16][cH:17][c:18]([O:21][CH2:22][CH:23]3[CH2:24][CH2:25][N:26]([C:29](=[O:30])[O:31][C:32]([CH3:33])([CH3:34])[CH3:35])[CH2:27][CH2:28]3)[n:19][n:20]2)[cH:9][cH:10]1. Reaction SMILES: [CH3:1][S:2][CH2:3][S:4]([CH3:6])=[O:5].[H-].[Na+].[C:9]([C:11]1[CH:19]=[CH:18][C:14]2[O:15][CH:16]=[CH:17][C:13]=2[CH:12]=1)#[N:10].S([O-])([O-])(=O)=O.[Mg+2]>O1CCCC1.C(Cl)Cl.O>[NH2:10][C:9]([C:11]1[CH:19]=[CH:18][C:14]2[O:15][CH:16]=[CH:17][C:13]=2[CH:12]=1)=[C:3]([S:4]([CH3:6])=[O:5])[S:2][CH3:1] |f:1.2,4.5|. The product is NC(=C(SC)S(=O)C)C1=CC2=C(OC=C2)C=C1 (1-amino-1[5-benzo(b)furanyl]-2-methylsulphinyl-2-methylthio-ethylene). The yield is 84.8%. Solvent: O1CCCC1 (tetrahydrofuran), C(Cl)Cl (Methylene chloride), O1CCCC1 (tetrahydrofuran), O1CCCC1 (tetrahydrofuran), O (water). Conditions: time 0.5 hour. Procedure details: A solution of dry methyl methylthiomethyl sulphoxide (7.0 g., 0.056 mole) in dry tetrahydrofuran (25 ml.) was added dropwise to a stirred suspension of 50% sodium hydride in oil dispersion (3.0 g., 0.62 mole) in dry tetrahydrofuran (50 ml.) under nitrogen at ambient temperature. This mixture was stirred for 0.5 hours and a solution of 5-cyanobenzo(b)furan (8.0 g., 0.056 mole) in dry tetrahydrofuran (25 ml.) added dropwise. The now reddish suspension was stirred at 50°-60° C. overnight, and the r... The reactants are C(#N)C1=CC2=C(OC=C2)C=C1 (5-cyanobenzo(b)furan), CSCS(=O)C (methyl methylthiomethyl sulphoxide), [H-].[Na+] (sodium hydride), S(=O)(=O)([O-])[O-].[Mg+2] (magnesium sulphate). The reactants are C=CCBr, COc1ccc(-c2n[nH]c3c(C(F)(F)F)cccc23)c(C)c1, [H-], [Na+]. The product is C=CCn1nc2c(C(F)(F)F)cccc2c1-c1ccc(OC)cc1C. Reaction SMILES: [CH2:25]([CH:26]=[CH2:27])[Br:28].[CH3:1][O:2][c:3]1[cH:4][c:5]([CH3:22])[c:6](-[c:9]2[n:10][nH:11][c:12]3[c:13]([C:18]([F:19])([F:20])[F:21])[cH:14][cH:15][cH:16][c:17]23)[cH:7][cH:8]1.[H-:23].[Na+:24]>>[CH3:1][O:2][c:3]1[cH:4][c:5]([CH3:22])[c:6](-[c:9]2[n:10]([CH2:27][CH:26]=[CH2:25])[n:11][c:12]3[c:13]([C:18]([F:19])([F:20])[F:21])[cH:14][cH:15][cH:16][c:17]23)[cH:7][cH:8]1.